This data is from the Open Reaction Database (ORD), a public repository of structured organic reaction records. The task is: describe an organic reaction: reactants, conditions, products, and yield The reactants are FC1=C(CBr)C(=CC=C1)C(F)(F)F (2-fluoro-6-(trifluoromethyl)benzyl bromide), C[Si](C)(C)[N-][Si](C)(C)C.[Li+] (lithium bis(trimethylsilyl)amide), CC1=C(C(=O)NC2=NNC=C2)C=CC=C1 (2-methyl-N-1H-pyrazol-3-ylbenzamide), Intermediate 46. Run in CS(=O)C (DMSO), C1CCOC1 (THF), C1CCOC1 (THF). Conditions: time 1 hour. Product: FC1=C(C(=CC=C1)C(F)(F)F)CN1N=C(C=C1)NC(C1=C(C=CC=C1)C)=O (N-(1-{[2-fluoro-6-(trifluoromethyl)phenyl]methyl}-1H-pyrazol-3-yl)-2-methylbenzamide). RXN SMILES: C[Si]([N-][Si](C)(C)C)(C)C.[Li+].[CH3:11][C:12]1[CH:25]=[CH:24][CH:23]=[CH:22][C:13]=1[C:14]([NH:16][C:17]1[CH:21]=[CH:20][NH:19][N:18]=1)=[O:15].[F:26][C:27]1[CH:34]=[CH:33][CH:32]=[C:31]([C:35]([F:38])([F:37])[F:36])[C:28]=1[CH2:29]Br>C1COCC1.CS(C)=O>[F:26][C:27]1[CH:34]=[CH:33][CH:32]=[C:31]([C:35]([F:36])([F:37])[F:38])[C:28]=1[CH2:29][N:19]1[CH:20]=[CH:21][C:17]([NH:16][C:14](=[O:15])[C:13]2[CH:22]=[CH:23][CH:24]=[CH:25][C:12]=2[CH3:11])=[N:18]1 |f:0.1|. Reported procedure: 1.0 M lithium bis(trimethylsilyl)amide (100 μl, 0.1 mmol, Aldrich) was slowly added to a solution of 2-methyl-N-1H-pyrazol-3-ylbenzamide (for a preparation see Intermediate 46)(22 mg, 0.1 mmol) in THF (400 μl). The resulting solution was then transferred to a solution of 2-fluoro-6-(trifluoromethyl)benzyl bromide (26 mg, 0.1 mmol, Aldrich) in THF (200 μl) and stirred for 1 h under nitrogen at ambient temperature. The mixture was diluted with DMSO (0.6 ml) and purified by MDAP using a Sunfire C18... The reactants are O=C(CBr)C1CC1, O=C([O-])[O-], CC(C)=O, [Cs+], [Cs+], Cc1cc(O)cc(C)c1C#N. Product: Cc1cc(OCC(=O)C2CC2)cc(C)c1C#N. As a reaction SMILES: [Br:18][CH2:19][C:20](=[O:21])[CH:22]1[CH2:23][CH2:24]1.[C:1](=[O:2])([O-:3])[O-:4].[CH3:25][C:26](=[O:27])[CH3:28].[Cs+:5].[Cs+:6].[OH:7][c:8]1[cH:9][c:10]([CH3:17])[c:11]([C:12]#[N:13])[c:14]([CH3:16])[cH:15]1>>[O:7]([c:8]1[cH:9][c:10]([CH3:17])[c:11]([C:12]#[N:13])[c:14]([CH3:16])[cH:15]1)[CH2:19][C:20](=[O:21])[CH:22]1[CH2:23][CH2:24]1. The reactants are CC(C)(C)O, CC(=O)O, O=c1c2cc(O)cc(O)c2c(O)c2n1CCCC2. The product is O=c1c2cc(O)cc(O)c2cc2n1CCCC2. Reaction SMILES: [C:19]([OH:20])([CH3:21])([CH3:22])[CH3:23].[CH3:24][C:25](=[O:26])[OH:27].[OH:1][c:2]1[cH:3][c:4]2[c:5]([c:6]([OH:15])[c:7]3[n:12]([c:13]2=[O:14])[CH2:11][CH2:10][CH2:9][CH2:8]3)[c:16]([OH:18])[cH:17]1>>[OH:1][c:2]1[cH:3][c:4]2[c:5]([cH:6][c:7]3[n:12]([c:13]2=[O:14])[CH2:11][CH2:10][CH2:9][CH2:8]3)[c:16]([OH:18])[cH:17]1.